Dataset: the Open Reaction Database (ORD), a public repository of structured organic reaction records. Task: describe an organic reaction: reactants, conditions, products, and yield The reactants are FC1=C(CO)C=C(C=C1)O (2-fluoro-5-hydroxybenzyl alcohol), C1(=CC=CC=C1)CCBr (2-phenylethyl bromide), ClC(=O)N1[C@H](CN(C[C@H]1C)C(=O)OC(C)(C)C)C (1-chlorocarbonyl-cis-2,6-dimethyl-4-tert-butoxycarbonylpiperazine). The product is C[C@@H]1N([C@@H](CNC1)C)C(=O)OCC1=C(C=CC(=C1)OCCC1=CC=CC=C1)F (2-Fluoro-5-(2-phenyl)ethoxybenzyl cis-2,6-dimethylpiperazine-1-carboxylate), product. The yield is 2.2%. RXN SMILES: [F:1][C:2]1[CH:9]=[CH:8][C:7]([OH:10])=[CH:6][C:3]=1[CH2:4][OH:5].[C:11]1([CH2:17][CH2:18]Br)[CH:16]=[CH:15][CH:14]=[CH:13][CH:12]=1.Cl[C:21]([N:23]1[C@H:28]([CH3:29])[CH2:27][N:26](C(OC(C)(C)C)=O)[CH2:25][C@@H:24]1[CH3:37])=[O:22]>>[CH3:37][C@H:24]1[CH2:25][NH:26][CH2:27][C@@H:28]([CH3:29])[N:23]1[C:21]([O:5][CH2:4][C:3]1[CH:6]=[C:7]([O:10][CH2:18][CH2:17][C:11]2[CH:16]=[CH:15][CH:14]=[CH:13][CH:12]=2)[CH:8]=[CH:9][C:2]=1[F:1])=[O:22]. Procedure details: 2-Fluoro-5-(2-phenyl)ethoxybenzyl cis-2,6-dimethylpiperazine-1-carboxylate was prepared from 2-fluoro-5-hydroxybenzyl alcohol, 2-phenylethyl bromide and 1-chlorocarbonyl-cis-2,6-dimethyl-4-tert-butoxycarbonylpiperazine according to the methods described for Examples 54 and 121 to give the product as a yellow oil (2.2%); HPLC (XTERRA, 50/80, 220 nm) 87.7% (5.58 min); NMR δH (400 MHz, DMSO-d6) 1.168(6H, d, J 7.0 Hz), 2.685(4H, m), 3.020(2H, t, J 7.0 Hz), 3.915(2H, m), 4.175(2H, t, J 7.0 Hz), 5.079...